describe an organic reaction: reactants, conditions, products, and yield From a dataset of the Open Reaction Database (ORD), a public repository of structured organic reaction records. Yield: 87.0%. Solvent: ClCCCl (1,2-dichloroethane). Reported procedure: 250 mg of 3-chloroperoxybenzoic acid were added to a solution of 179 mg of 1-(diethylcarbamoyl)-3-(3-chlorophenylthio)-4-difluoromethylpyrazole [prepared as described in step (4) above] in 4 ml of 1,2-dichloroethane, and the resulting mixture was heated at 50° C. for 1.5 hours. At the end of this time, the reaction mixture was poured into an aqueous solution of sodium sulfite and extracted with methylene chloride. The extract was washed with an aqueous solution of sodium hydrogencarbonate and wi... Starting materials: ClC=1C=C(C(=O)OO)C=CC1 (3-chloroperoxybenzoic acid), C(C)N(C(=O)N1N=C(C(=C1)C(F)F)SC1=CC(=CC=C1)Cl)CC (1-(diethylcarbamoyl)-3-(3-chlorophenylthio)-4-difluoromethylpyrazole), S(=O)([O-])[O-].[Na+].[Na+] (sodium sulfite). As a reaction SMILES: [Cl:1][C:2]1[CH:3]=[C:4]([CH:9]=[CH:10][CH:11]=1)C(OO)=O.[CH2:12]([N:14]([CH2:33][CH3:34])[C:15]([N:17]1[CH:21]=[C:20]([CH:22]([F:24])[F:23])[C:19](SC2C=CC=C(Cl)C=2)=[N:18]1)=[O:16])[CH3:13].[S:35]([O-:38])([O-])=[O:36].[Na+].[Na+]>ClCCCl>[CH2:33]([N:14]([CH2:12][CH3:13])[C:15]([N:17]1[CH:21]=[C:20]([CH:22]([F:23])[F:24])[C:19]([S:35]([C:4]2[CH:9]=[CH:10][CH:11]=[C:2]([Cl:1])[CH:3]=2)(=[O:38])=[O:36])=[N:18]1)=[O:16])[CH3:34] |f:2.3.4|. Conditions: temperature 50 celsius. Product: C(C)N(C(=O)N1N=C(C(=C1)C(F)F)S(=O)(=O)C1=CC(=CC=C1)Cl)CC (1-(Diethylcarbamoyl)-3-(3-chlorophenylsulfonyl)-4-difluoromethylpyrazole). Reactants: CC1OCCC1 (2-methyl-tetrahydrofuran), BrC=1C=C2C(=NC1)NC=C2C(=O)C2=C(C(=CC=C2F)[N+](=O)[O-])F ((5-bromo-1H-pyrrolo[2,3-b]pyridin-3-yl)-(2,6-difluoro-3-nitro-phenyl)methanone), [Sn](Cl)Cl (tin(II) chloride). Reaction conditions: temperature 60 celsius. Product: NC=1C(=C(C(=CC1)F)C(=O)C1=CNC2=NC=C(C=C21)Br)F ((3-amino-2,6-difluoro-phenyl)-(5-bromo-1H-pyrrolo[2,3-b]pyridin-3-yl)methanone). Isolated yield 96.6%. As a reaction SMILES: CC1CCCO1.[Br:7][C:8]1[CH:9]=[C:10]2[C:16]([C:17]([C:19]3[C:24]([F:25])=[CH:23][CH:22]=[C:21]([N+:26]([O-])=O)[C:20]=3[F:29])=[O:18])=[CH:15][NH:14][C:11]2=[N:12][CH:13]=1.[Sn](Cl)Cl>>[NH2:26][C:21]1[C:20]([F:29])=[C:19]([C:17]([C:16]2[C:10]3[C:11](=[N:12][CH:13]=[C:8]([Br:7])[CH:9]=3)[NH:14][CH:15]=2)=[O:18])[C:24]([F:25])=[CH:23][CH:22]=1. Reported procedure: A 50-liter flask was added 2-methyl-tetrahydrofuran (2-methyl-THF) (36 L), compound 3 (2.85 kg, 7.455 mol) and tin(II) chloride (5.03 kg, 22.365 mol). The mixture was heated to 60° C. Upon completion, the reaction was quenched with an aqueous potassium carbonate solution (20%). The resulting mixture was filtered with celite and the solid residue was washed with 2-methyl-THF and tetrahydrofuran (THF). The filtrate was washed with an aqueous NaCl solution (15 L, 10%) and the organic layer was sepa... Reaction conditions: time 8 hour. Procedure details: To a solution of ethyl 2,4-dimethylpyridine-3-carboxylate (0.59 g, 3.29 mmol) and cyclopropane carboxylic acid (1.2 ml (15.1 mmol) in 10% aqueous H2SO4 (3 ml) was added AgNO3 (154 mg, 0.91 mmol) followed by a solution of ammonium persulfate (1:541 g, 6.75 mmol) in water (6 ml) and the mixture stirred at room temperature overnight. The reaction was neutralized to pH 10 with saturated aqueous NH4OH (5 ml) and extracted with EtOAc (3×20 ml). The combined organic extracts were dried (Na2SO4), concen... Isolated yield 18.0%. Reagents/catalysts: [N+](=O)([O-])[O-].[Ag+] (AgNO3). The reactants are CC1=NC=CC(=C1C(=O)OCC)C (ethyl 2,4-dimethylpyridine-3-carboxylate), C1(CC1)C(=O)O (cyclopropane carboxylic acid), [NH4+].[OH-] (NH4OH), S(=O)(=O)([O-])OOS(=O)(=O)[O-].[NH4+].[NH4+] (ammonium persulfate). Solvent: OS(=O)(=O)O (H2SO4), O (water). As a reaction SMILES: [CH3:1][C:2]1[C:7]([C:8]([O:10][CH2:11][CH3:12])=[O:9])=[C:6]([CH3:13])[CH:5]=[CH:4][N:3]=1.[CH:14]1(C(O)=O)[CH2:16][CH2:15]1.S(OOS([O-])(=O)=O)([O-])(=O)=O.[NH4+].[NH4+].[NH4+].[OH-]>OS(O)(=O)=O.O.[N+]([O-])([O-])=O.[Ag+]>[CH2:11]([O:10][C:8](=[O:9])[C:7]1[C:6]([CH3:13])=[CH:5][C:4]([CH:14]2[CH2:16][CH2:15]2)=[N:3][C:2]=1[CH3:1])[CH3:12] |f:2.3.4,5.6,9.10|. Yields the product C(C)OC(C1=C(N=C(C=C1C)C1CC1)C)=O (6-cyclopropyl-2,4-dimethyl-nicotinic acid ethyl ester).